This data is from the Open Reaction Database (ORD), a public repository of structured organic reaction records. The task is: describe an organic reaction: reactants, conditions, products, and yield Reactants: C(C1=CC=CC=C1)=NC=1N=CNC1C(=O)N (4-benzylideneamino-5-imidazole carboxamide), I(=O)(=O)OCCCC (butyl iodate), C(C1=CC=CC=C1)Cl (benzyl chloride). The product is Cl.NC=1N=CN(C1C(=O)N)CCCC (4-amino-1-butyl-5-imidazolecarboxamide hydrochloride). Isolated yield 17.0%. As a reaction SMILES: C(=[N:8][C:9]1[N:10]=[CH:11][NH:12][C:13]=1[C:14]([NH2:16])=[O:15])C1C=CC=CC=1.I(O[CH2:21][CH2:22][CH2:23][CH3:24])(=O)=O.C([Cl:32])C1C=CC=CC=1>>[ClH:32].[NH2:8][C:9]1[N:10]=[CH:11][N:12]([CH2:21][CH2:22][CH2:23][CH3:24])[C:13]=1[C:14]([NH2:16])=[O:15] |f:3.4|. Procedure details: Following the same conditions as in Reference Example 2, 14.30 g (67 mmol) of 4-benzylideneamino-5-imidazole carboxamide obtained in Reference Example 1 was reacted with butyl iodate, instead of benzyl chloride in the Reference Example 2. After the post-treatment, 2.47 g of 4-amino-1-butyl-5-imidazolecarboxamide hydrochloride was obtained (yield 17%). Reactants: ClC1=NC=NC2=CC(=C(C=C12)OC)OC1CCN(CC1)C(=O)OC(C)(C)C (tert-Butyl 4-[(4-chloro-6-methoxyquinazolin-7-yl)oxy]piperidine-1-carboxylate), BrC=1C=C(N)C=CC1 (3-bromoaniline), Cl.ClC=1C=C(C=CC1F)NC1=NC=NC2=CC(=C(C=C12)OC)OC1CCNCC1 (N-(3-chloro-4-fluorophenyl)-6-methoxy-7-(piperidin-4-yloxy)quinazolin-4-amine hydrochloride). The product is Cl.BrC=1C=C(C=CC1)NC1=NC=NC2=CC(=C(C=C12)OC)OC1CCNCC1 (N-(3-bromophenyl)-6-methoxy-7-(piperidin-4-yloxy)quinazolin-4-amine hydrochloride). Reaction SMILES: [Cl:1][C:2]1[C:11]2[C:6](=[CH:7][C:8]([O:14][CH:15]3[CH2:20][CH2:19][N:18](C(OC(C)(C)C)=O)[CH2:17][CH2:16]3)=[C:9]([O:12][CH3:13])[CH:10]=2)[N:5]=[CH:4][N:3]=1.[Br:28][C:29]1[CH:30]=[C:31]([CH:33]=[CH:34][CH:35]=1)[NH2:32].Cl.ClC1C=C(NC2C3C(=CC(OC4CCNCC4)=C(OC)C=3)N=CN=2)C=CC=1F>>[ClH:1].[Br:28][C:29]1[CH:30]=[C:31]([NH:32][C:2]2[C:11]3[C:6](=[CH:7][C:8]([O:14][CH:15]4[CH2:16][CH2:17][NH:18][CH2:19][CH2:20]4)=[C:9]([O:12][CH3:13])[CH:10]=3)[N:5]=[CH:4][N:3]=2)[CH:33]=[CH:34][CH:35]=1 |f:2.3,4.5|. Reported procedure: tert-Butyl 4-[(4-chloro-6-methoxyquinazolin-7-yl)oxy]piperidine-1-carboxylate was coupled with 3-bromoaniline using an analogous process to that described in Example 21 (preparation of starting materials) for the preparation of N-(3-chloro-4-fluorophenyl)-6-methoxy-7-(piperidin-4-yloxy)quinazolin-4-amine hydrochloride, to give N-(3-bromophenyl)-6-methoxy-7-(piperidin-4-yloxy)quinazolin-4-amine hydrochloride; 1H NMR Spectrum: (DMSO d6): 1.8-2.1 (m, 2H), 2.1-2.3 (m, 2H), 3.0-3.35 (m, 4H), 4.05 (s,... The reactants are OC1=CC=C(C2=C1C(=C(O2)CC2=CC=C(C=C2)OC)C)Cl (4-hydroxy-7-chloro-2-(4'-methoxvphenylmethyl)-3-methylbenzofuran), C[N+](=C)C.[I-] (Eschenmoser's salt). Solvent: ClCCl (dichloromethane). Conditions: time 20 hour. Yields the product Cl.OC1=C(C=CC2=C1C(=C(O2)CC2=CC=C(C=C2)OC)C)CN(C)C (4-hydroxy-5-dimethylaminomethyl-2-(4'-methoxyphenylmethyl)-3-methyl-benzofuran hydrochloride). Reaction SMILES: [OH:1][C:2]1[C:7]2[C:8]([CH3:20])=[C:9]([CH2:11][C:12]3[CH:17]=[CH:16][C:15]([O:18][CH3:19])=[CH:14][CH:13]=3)[O:10][C:6]=2[C:5]([Cl:21])=[CH:4][CH:3]=1.[CH3:22][N+:23]([CH3:25])=[CH2:24].[I-]>ClCCl>[ClH:21].[OH:1][C:2]1[C:7]2[C:8]([CH3:20])=[C:9]([CH2:11][C:12]3[CH:17]=[CH:16][C:15]([O:18][CH3:19])=[CH:14][CH:13]=3)[O:10][C:6]=2[CH:5]=[CH:4][C:3]=1[CH2:22][N:23]([CH3:25])[CH3:24] |f:1.2,4.5|. Procedure details: To a solution of (164) (Example 44) (1 g, 3.3 mmol) in 25 mL dichloromethane was added Eschenmoser's salt (0.6125 g, 3.3 mmol). The mixture was allowed to stir a room temperature for 20 h. The solvent was evaporated. The residue was chromatographed on silica gel (eluted with 20% EtOAc in hexane) to give the title compound. The reactants are O=C([O-])[O-], CN(C)C=O, N#Cc1ccccc1S(=O)(=O)c1ccc2cc(-c3ccc(F)cc3F)ccc2c1, [K+], [K+], O, OO. Yields the product NC(=O)c1ccccc1S(=O)(=O)c1ccc2cc(-c3ccc(F)cc3F)ccc2c1. RXN SMILES: [C:1]([O-:2])(=[O:3])[O-:4].[CH3:39][N:40]([CH3:41])[CH:42]=[O:43].[F:7][c:8]1[c:9](-[c:15]2[cH:16][c:17]3[cH:18][cH:19][c:20]([S:25](=[O:26])(=[O:27])[c:28]4[c:29]([C:30]#[N:31])[cH:32][cH:33][cH:34][cH:35]4)[cH:21][c:22]3[cH:23][cH:24]2)[cH:10][cH:11][c:12]([F:14])[cH:13]1.[K+:5].[K+:6].[OH2:38].[OH:36][OH:37]>>[O:2]=[C:30]([c:29]1[c:28]([S:25]([c:20]2[cH:19][cH:18][c:17]3[cH:16][c:15](-[c:9]4[c:8]([F:7])[cH:13][c:12]([F:14])[cH:11][cH:10]4)[cH:24][cH:23][c:22]3[cH:21]2)(=[O:26])=[O:27])[cH:35][cH:34][cH:33][cH:32]1)[NH2:31]. The reactants are Brc1ccn2ccnc2c1, O=C([O-])[O-], [K+], [K+], O, c1ccc(P(c2ccccc2)(c2ccccc2)[Pd](P(c2ccccc2)(c2ccccc2)c2ccccc2)(P(c2ccccc2)(c2ccccc2)c2ccccc2)P(c2ccccc2)(c2ccccc2)c2ccccc2)cc1, OB(O)c1cccnc1. Product: c1cncc(-c2ccn3ccnc3c2)c1. RXN SMILES: [Br:16][c:17]1[cH:18][c:19]2[n:20]([cH:21][cH:22]1)[cH:23][cH:24][n:25]2.[C:1](=[O:2])([O-:3])[O-:4].[K+:5].[K+:6].[OH2:103].[cH:26]1[cH:27][cH:28][c:29]([P:30]([Pd:31]([P:32]([c:33]2[cH:34][cH:35][cH:36][cH:37][cH:38]2)([c:39]2[cH:40][cH:41][cH:42][cH:43][cH:44]2)[c:45]2[cH:46][cH:47][cH:48][cH:49][cH:50]2)([P:51]([c:52]2[cH:53][cH:54][cH:55][cH:56][cH:57]2)([c:58]2[cH:59][cH:60][cH:61][cH:62][cH:63]2)[c:64]2[cH:65][cH:66][cH:67][cH:68][cH:69]2)[P:70]([c:71]2[cH:72][cH:73][cH:74][cH:75][cH:76]2)([c:77]2[cH:78][cH:79][cH:80][cH:81][cH:82]2)[c:83]2[cH:84][cH:85][cH:86][cH:87][cH:88]2)([c:89]2[cH:90][cH:91][cH:92][cH:93][cH:94]2)[c:95]2[cH:96][cH:97][cH:98][cH:99][cH:100]2)[cH:101][cH:102]1.[n:7]1[cH:8][c:9]([B:13]([OH:14])[OH:15])[cH:10][cH:11][cH:12]1>>[n:7]1[cH:8][c:9](-[c:17]2[cH:18][c:19]3[n:20]([cH:21][cH:22]2)[cH:23][cH:24][n:25]3)[cH:10][cH:11][cH:12]1. Starting materials: [N+](=O)([O-])C1=CC=C(OCC2=NC=CC=C2)C=C1 (2-[(4-nitrophenoxy)methyl]pyridine), N1(CCOCC1)CC1=CC=C(C=C1)N (4-Morpholin-4-ylmethyl-phenylamine). Product: N1=C(C=CC=C1)COC1=CC=C(C=C1)N ([4-(pyridin-2-ylmethoxy)phenyl]amine). Yield: 100.0%. RXN SMILES: N1(CC2C=CC(N)=CC=2)CCOCC1.[N+:15]([C:18]1[CH:31]=[CH:30][C:21]([O:22][CH2:23][C:24]2[CH:29]=[CH:28][CH:27]=[CH:26][N:25]=2)=[CH:20][CH:19]=1)([O-])=O>>[N:25]1[CH:26]=[CH:27][CH:28]=[CH:29][C:24]=1[CH2:23][O:22][C:21]1[CH:30]=[CH:31][C:18]([NH2:15])=[CH:19][CH:20]=1. Procedure details: Using the procedure described for the preparation of 4-Morpholin-4-ylmethyl-phenylamine, 1.16 g (100%) of white crystals is obtained from 1.5 g (5.55 mmol) of ′2-[(4-nitrophenoxy)methyl]pyridine; mp 50-51° C. MS (ESI) m/z 201.1 (M+1)+.